This data is from the Open Reaction Database (ORD), a public repository of structured organic reaction records. The task is: describe an organic reaction: reactants, conditions, products, and yield Reactants: FC(S(=O)(=O)OC1=C(CN(CC1)C(=O)OC(C)(C)C)C(=O)OCC)(F)F (1-tert-butyl 3-ethyl 4-{[(trifluoromethyl)-sulfonyl]oxy}-5,6-dihydropyridine-1,3(2H)-dicarboxylate), FC1=CC=C(C=C1)B(O)O (4-fluorophenylboronic acid), C([O-])([O-])=O.[Na+].[Na+] (sodium carbonate). The reagents and catalysts are C1=CC=C(C=C1)P([C-]2C=CC=C2)C3=CC=CC=C3.C1=CC=C(C=C1)P([C-]2C=CC=C2)C3=CC=CC=C3.Cl[Pd]Cl.[Fe+2] ([1,1′-bis(diphenylphosphino)-ferrocene)dichloropalladium(II)). The solvent is C(C)(=O)OCC (ethyl acetate), C1(=CC=CC=C1)C.C(C)O (toluene ethanol). Reaction conditions: temperature 80 celsius. Product: FC1=CC=C(C=C1)C1=C(CN(CC1)C(=O)OC(C)(C)C)C(=O)OCC (1-tert-butyl 3-ethyl 4-(4-fluorophenyl)-5,6-dihydropyridine-1,3(2H)-dicarboxylate). Yield: 87.9%. RXN SMILES: FC(F)(F)S(O[C:7]1[CH2:12][CH2:11][N:10]([C:13]([O:15][C:16]([CH3:19])([CH3:18])[CH3:17])=[O:14])[CH2:9][C:8]=1[C:20]([O:22][CH2:23][CH3:24])=[O:21])(=O)=O.[F:27][C:28]1[CH:33]=[CH:32][C:31](B(O)O)=[CH:30][CH:29]=1.C(=O)([O-])[O-].[Na+].[Na+]>C1(C)C=CC=CC=1.C(O)C.C(OCC)(=O)C.C1C=CC(P(C2C=CC=CC=2)[C-]2C=CC=C2)=CC=1.C1C=CC(P(C2C=CC=CC=2)[C-]2C=CC=C2)=CC=1.Cl[Pd]Cl.[Fe+2]>[F:27][C:28]1[CH:33]=[CH:32][C:31]([C:7]2[CH2:12][CH2:11][N:10]([C:13]([O:15][C:16]([CH3:17])([CH3:18])[CH3:19])=[O:14])[CH2:9][C:8]=2[C:20]([O:22][CH2:23][CH3:24])=[O:21])=[CH:30][CH:29]=1 |f:2.3.4,5.6,8.9.10.11|. Procedure: A vigorously stirred suspension of the product of step C (1.00 g, 2.48 mmol), 4-fluorophenylboronic acid (0.382 g, 2.73 mmol) and [1,1′-bis(diphenylphosphino)-ferrocene)dichloropalladium(II) (0.102 g, 0.124 mmol) in toluene/ethanol (3:2; 24.0 mL) was degassed via three vacuum/nitrogen ingress cycles and then heated to approximately 80° C. Aqueous 2 M sodium carbonate (3.10 mL, 6.20 mmol) was added dropwise via syringe and the resulting mixture maintained at reflux overnight. After cooling to amb... Reactants: FC1=C(C=C(C=C1)C=1C=C(C(N(N1)CC(C)C)=O)COS(=O)(=O)C)C (6-(4-fluoro-3-methylphenyl)-2-isobutyl-4-methanesulfonyloxymethyl-2H-pyridazin-3-one), CN1CCNCC1 (1-methylpiperazine). Yields the product FC1=C(C=C(C=C1)C=1C=C(C(N(N1)CC(C)C)=O)CN1CCN(CC1)C)C (6-(4-fluoro-3-methylphenyl)-2-isobutyl-4-(4-methyl-1-piperazinyl)methyl-2H-pyridazin-3-one), oil. Isolated yield 79.1%. RXN SMILES: [F:1][C:2]1[CH:7]=[CH:6][C:5]([C:8]2[CH:9]=[C:10]([CH2:19]OS(C)(=O)=O)[C:11](=[O:18])[N:12]([CH2:14][CH:15]([CH3:17])[CH3:16])[N:13]=2)=[CH:4][C:3]=1[CH3:25].[CH3:26][N:27]1[CH2:32][CH2:31][NH:30][CH2:29][CH2:28]1>>[F:1][C:2]1[CH:7]=[CH:6][C:5]([C:8]2[CH:9]=[C:10]([CH2:19][N:30]3[CH2:31][CH2:32][N:27]([CH3:26])[CH2:28][CH2:29]3)[C:11](=[O:18])[N:12]([CH2:14][CH:15]([CH3:17])[CH3:16])[N:13]=2)=[CH:4][C:3]=1[CH3:25]. Procedure details: Following the procedure of Example 1(10), 6-(4-fluoro-3-methylphenyl)-2-isobutyl-4-methanesulfonyloxymethyl-2H-pyridazin-3-one and 1-methylpiperazine were reacted to yield the title compound as a slightly yellow oil (yield: 79.1%). Starting materials: C(C)(C)(C)OC(=O)N[C@](C=O)(C(C)C)C[C@H]1[C@@H](NC(O1)(C)C)C[C@@H](C(C)C)CC1=CC(=C(C=C1)OC)OCCCOC (N-(tert-butoxycarbonyl)amino-2(S)-{4(S)-[2(S)-[4-methoxy-3-(3-methoxypropoxy)-benzyl]-3-methyl-butyl]-2,2-dimethyloxazolidin-5(S)-ylmethyl}-3-methyl-butyraldehyde), S(=O)([O-])[O-].[Na+].[Na+] (sodium sulfite), C(CC(O)(C(=O)O)CC(=O)O)(=O)O (citric acid), [Mn](=O)(=O)(=O)[O-].[K+] (potassium permanganate). Reagents/catalysts: [Br-].C(CCC)[N+](CCCC)(CCCC)CCCC (tetrabutylammonium bromide). Solvent: C1(=CC=CC=C1)C (toluene), O (water), O (Water). Run at time 48 hour. The product is C(C)(C)(C)OC(=O)N[C@](C(=O)O)(C(C)C)C[C@H]1[C@@H](NC(O1)(C)C)C[C@@H](C(C)C)CC1=CC(=C(C=C1)OC)OCCCOC (N-(tert-butoxycarbonyl)amino2(S)-{4(S)-[2(S)-[4-methoxy-3-(3-methoxypropoxy)-benzyl]-3-methyl-butyl]-2,2-dimethyl-oxazolidin-5(S)-ylmethyl}-3-methyl-butyric acid), oil. RXN SMILES: [Mn]([O-])(=O)(=O)=O.[K+].[C:7]([O:11][C:12]([NH:14][C@@:15]([CH2:21][C@@H:22]1[O:26][C:25]([CH3:28])([CH3:27])[NH:24][C@H:23]1[CH2:29][C@H:30]([CH2:34][C:35]1[CH:40]=[CH:39][C:38]([O:41][CH3:42])=[C:37]([O:43][CH2:44][CH2:45][CH2:46][O:47][CH3:48])[CH:36]=1)[CH:31]([CH3:33])[CH3:32])([CH:18]([CH3:20])[CH3:19])[CH:16]=[O:17])=[O:13])([CH3:10])([CH3:9])[CH3:8].S([O-])([O-])=[O:50].[Na+].[Na+].C(O)(=O)CC(CC(O)=O)(C(O)=O)O>[Br-].C([N+](CCCC)(CCCC)CCCC)CCC.C1(C)C=CC=CC=1.O>[C:7]([O:11][C:12]([NH:14][C@@:15]([CH2:21][C@@H:22]1[O:26][C:25]([CH3:28])([CH3:27])[NH:24][C@H:23]1[CH2:29][C@H:30]([CH2:34][C:35]1[CH:40]=[CH:39][C:38]([O:41][CH3:42])=[C:37]([O:43][CH2:44][CH2:45][CH2:46][O:47][CH3:48])[CH:36]=1)[CH:31]([CH3:32])[CH3:33])([CH:18]([CH3:19])[CH3:20])[C:16]([OH:50])=[O:17])=[O:13])([CH3:8])([CH3:9])[CH3:10] |f:0.1,3.4.5,7.8|. Reported procedure: Water (470 ml), potassium permanganate (79.1 g) and tetrabutylammonium bromide (9.7 g) are added in succession at 0° C., with stirring, to a solution of N-(tert-butoxycarbonyl)amino-2(S)-{4(S)-[2(S)-[4-methoxy-3-(3-methoxypropoxy)-benzyl]-3-methyl-butyl]-2,2-dimethyloxazolidin-5(S)-ylmethyl}-3-methyl-butyraldehyde (53.0 g) in toluene (470 ml). The reaction mixture is stirred for 48 hours at 0°-5° C. and then, at 10% sodium sulfite solution (1.2 liters) and, after a further 30 minutes, 10% citric... The reactants are C1CCOC1, CN(C)S(=O)(=O)Cl, Fc1ccc(-c2c[nH]c(-c3ccc(N4CCNCC4)nc3)n2)cc1, c1ccncc1. Product: CN(C)S(=O)(=O)N1CCN(c2ccc(-c3nc(-c4ccc(F)cc4)c[nH]3)cn2)CC1. Reaction SMILES: [CH2:38]1[O:39][CH2:40][CH2:41][CH2:42]1.[CH3:1][N:2]([S:3](=[O:4])(=[O:5])[Cl:6])[CH3:7].[F:8][c:9]1[cH:10][cH:11][c:12](-[c:15]2[n:16][c:17](-[c:20]3[cH:21][cH:22][c:23]([N:26]4[CH2:27][CH2:28][NH:29][CH2:30][CH2:31]4)[n:24][cH:25]3)[nH:18][cH:19]2)[cH:13][cH:14]1.[cH:32]1[cH:33][cH:34][n:35][cH:36][cH:37]1>>[CH3:1][N:2]([S:3](=[O:4])(=[O:5])[N:29]1[CH2:28][CH2:27][N:26]([c:23]2[cH:22][cH:21][c:20](-[c:17]3[n:16][c:15](-[c:12]4[cH:11][cH:10][c:9]([F:8])[cH:14][cH:13]4)[cH:19][nH:18]3)[cH:25][n:24]2)[CH2:31][CH2:30]1)[CH3:7]. Starting materials: CC1=C(N=C(O1)C1=CC=CC=C1)CCO (2-(5-methyl-2-phenyloxazol-4-yl)ethanol), BrCCCCCBr (1,5-dibromopentane), [OH-].[Na+] (NaOH), [Br-].C(CCC)[NH+](CCCC)CCCC (tributylammonium bromide). Run in CCOCC (ether). Conditions: time 8 hour. The product is CC1=C(N=C(O1)C1=CC=CC=C1)CCOCCCCCBr (5-(2-(5-Methyl-2-phenyloxazol-4-yl)ethoxy)pentyl Bromide). As a reaction SMILES: [CH3:1][C:2]1[O:6][C:5]([C:7]2[CH:12]=[CH:11][CH:10]=[CH:9][CH:8]=2)=[N:4][C:3]=1[CH2:13][CH2:14][OH:15].[Br:16][CH2:17][CH2:18][CH2:19][CH2:20][CH2:21]Br.[OH-].[Na+].[Br-].C([NH+](CCCC)CCCC)CCC>CCOCC>[CH3:1][C:2]1[O:6][C:5]([C:7]2[CH:12]=[CH:11][CH:10]=[CH:9][CH:8]=2)=[N:4][C:3]=1[CH2:13][CH2:14][O:15][CH2:21][CH2:20][CH2:19][CH2:18][CH2:17][Br:16] |f:2.3,4.5|. Procedure: The mixture of 2-(5-methyl-2-phenyloxazol-4-yl)ethanol (2.03 g), 1,5-dibromopentane (4.09 ml), 50% NaOH (4.0 ml) and tributylammonium bromide (0.1 g) was stirred at room temperature overnight. The reaction mixture was diluted with ether, washed by water and an aqueous saturated solution of sodium chloride sucessively, dried over anhydrous magnesium sulfate and concentrated. The residue was purified with silica gel column chromatography (hexane:ethyl acetate=10:1→4:1) to obtain the title compound... Starting materials: CC1(CC=C(CC1)C1=NC(=CC=C1NC(=O)C=1NC=C(N1)C#N)C1(CCCC1)O)C (4-cyano-1H-imidazole-2-carboxylic acid [2-(4,4-dimethyl-cyclohex-1-enyl)-6-(1-hydroxy-cyclopentyl)-pyridin-3-yl]-amide), C(C)N1CCNCC1 (N-ethylpiperazine), S(=O)(Cl)Cl (thionyl chloride), C(Cl)Cl (DCM). Product: CC1(CC=C(CC1)C1=C(C=CC(=C1)C1(CCCC1)N1CCN(CC1)CC)NC(=O)C=1NC=C(N1)C#N)C (4-Cyano-1H-imidazole-2-carboxylic acid {2-(4,4-dimethyl-cyclohex-1-enyl)-4-[1-(4-ethyl-piperazin-1-yl)-cyclopentyl]-phenyl}-amide). As a reaction SMILES: [CH3:1][C:2]1([CH3:30])[CH2:7][CH2:6][C:5]([C:8]2[C:13]([NH:14][C:15]([C:17]3[NH:18][CH:19]=[C:20]([C:22]#[N:23])[N:21]=3)=[O:16])=[CH:12][CH:11]=[C:10]([C:24]3(O)[CH2:28][CH2:27][CH2:26][CH2:25]3)N=2)=[CH:4][CH2:3]1.[CH2:31]([N:33]1[CH2:38][CH2:37][NH:36][CH2:35][CH2:34]1)[CH3:32].S(Cl)(Cl)=O.[CH2:43](Cl)Cl>>[CH3:1][C:2]1([CH3:30])[CH2:7][CH2:6][C:5]([C:8]2[CH:43]=[C:10]([C:24]3([N:36]4[CH2:37][CH2:38][N:33]([CH2:31][CH3:32])[CH2:34][CH2:35]4)[CH2:25][CH2:26][CH2:27][CH2:28]3)[CH:11]=[CH:12][C:13]=2[NH:14][C:15]([C:17]2[NH:23][CH:22]=[C:20]([C:19]#[N:18])[N:21]=2)=[O:16])=[CH:4][CH2:3]1. Procedure details: The title compound is prepared from 4-cyano-1H-imidazole-2-carboxylic acid [2-(4,4-dimethyl-cyclohex-1-enyl)-6-(1-hydroxy-cyclopentyl)-pyridin-3-yl]-amide (as prepared in the previous step), N-ethylpiperazine, and thionyl chloride in DCM solvent according to the procedure in Example 43. Starting materials: COC(C1=C(C(=C(C(=C1)OC)OC)OC)Br)OC (2-Bromo-3,4,5-trimethoxybenzaldehyde dimethyl-acetal), C(C)OC=1C=C(C=O)C=CC1OC (3-ethoxy-4-methoxybenzaldehyde), C(#CC(=O)OC)C(=O)OC (dimethyl acetylenedicarboxylate). The product is C(C)OC=1C=C(C=CC1OC)C1=C(C(=C(C2=CC(=C(C(=C12)OC)OC)OC)O)C(=O)OC)C(=O)OC (1-(3-ethoxy-4-methoxyphenyl)-2,3-bis(methoxycarbonyl)-4-hydroxy-6,7,8-trimethoxynaphthalene). Isolated yield 65.0%. As a reaction SMILES: CO[CH:3]([O:17]C)[C:4]1[CH:9]=[C:8]([O:10][CH3:11])[C:7]([O:12][CH3:13])=[C:6]([O:14][CH3:15])[C:5]=1Br.[CH2:19]([O:21][C:22]1[CH:23]=[C:24]([CH:27]=[CH:28][C:29]=1[O:30][CH3:31])[CH:25]=O)[CH3:20].[C:32]([C:38]([O:40][CH3:41])=[O:39])#[C:33][C:34]([O:36][CH3:37])=[O:35]>>[CH2:19]([O:21][C:22]1[CH:23]=[C:24]([C:25]2[C:5]3[C:4](=[CH:9][C:8]([O:10][CH3:11])=[C:7]([O:12][CH3:13])[C:6]=3[O:14][CH3:15])[C:3]([OH:17])=[C:33]([C:34]([O:36][CH3:37])=[O:35])[C:32]=2[C:38]([O:40][CH3:41])=[O:39])[CH:27]=[CH:28][C:29]=1[O:30][CH3:31])[CH3:20]. Reported procedure: 2-Bromo-3,4,5-trimethoxybenzaldehyde dimethyl-acetal, 3-ethoxy-4-methoxybenzaldehyde and dimethyl acetylenedicarboxylate are treated in the same manner as described in Example 1, whereby 1-(3-ethoxy-4-methoxyphenyl)-2,3-bis(methoxycarbonyl)-4-hydroxy-6,7,8-trimethoxynaphthalene is obtained as colorless needles. Starting materials: CCOC(=O)C (EtOAc), COC=1C=C2C=C(C(=C(C2=CC1)OC1=CC=C(C=C1)NS(=O)(=O)C)C1=CC=CC=C1)C (N-{4-[(6-methoxy-3-methyl-2-phenyl-1-naphthalenyl)oxy]phenyl}methanesulfonamide), ice, B(Br)(Br)Br (BBr3). Run in C(Cl)Cl (CH2Cl2). Run at temperature -20 celsius, time 1 minute. The product is OC=1C=C2C=C(C(=C(C2=CC1)OC1=CC=C(C=C1)NS(=O)(=O)C)C1=CC=CC=C1)C (N-{4-[(6-hydroxy-3-methyl-2-phenyl-1-naphthalenyl)oxy]phenyl}methanesulfonamide). Yield: 62.3%. As a reaction SMILES: C[O:2][C:3]1[CH:4]=[C:5]2[C:10](=[CH:11][CH:12]=1)[C:9]([O:13][C:14]1[CH:19]=[CH:18][C:17]([NH:20][S:21]([CH3:24])(=[O:23])=[O:22])=[CH:16][CH:15]=1)=[C:8]([C:25]1[CH:30]=[CH:29][CH:28]=[CH:27][CH:26]=1)[C:7]([CH3:31])=[CH:6]2.B(Br)(Br)Br.CCOC(C)=O>C(Cl)Cl>[OH:2][C:3]1[CH:4]=[C:5]2[C:10](=[CH:11][CH:12]=1)[C:9]([O:13][C:14]1[CH:19]=[CH:18][C:17]([NH:20][S:21]([CH3:24])(=[O:23])=[O:22])=[CH:16][CH:15]=1)=[C:8]([C:25]1[CH:26]=[CH:27][CH:28]=[CH:29][CH:30]=1)[C:7]([CH3:31])=[CH:6]2. Procedure details: A stirring solution of 269 (0.27 g, 0.62 mmol) in CH2Cl2 (10 mL) chilled to −20° C. under N2 was added BBr3 (0.47 g, 1.86 mmol), dropwise, via syringe, over 1 minute. The resulting yellow/orange r×n was stirred for 2 h at −20° C. and then poured over 50 g ice followed by addition of EtOAc (50 mL). The resulting slurry was transferred to a separatory funnel and the organic layer washed with brine (50 mL), dried (Na2SO4) and concentrated to a pale yellow foam. The crude product was purified by sil...